This data is from the Open Reaction Database (ORD), a public repository of structured organic reaction records. The task is: describe an organic reaction: reactants, conditions, products, and yield The reactants are CCO, CCN(C(C)C)C(C)C, Cc1nc(C)c(-c2cn(CCCCCl)c(=O)[nH]c2=O)o1, Cl, FC(F)(F)c1ccc(C23CNCC2C3)cc1, C1COCCO1. Product: Cc1nc(C)c(-c2cn(CCCCN3CC4CC4(c4ccc(C(F)(F)F)cc4)C3)c(=O)[nH]c2=O)o1, Cl. RXN SMILES: [CH3:53][CH2:54][OH:55].[CH:37]([N:38]([CH2:39][CH3:40])[CH:41]([CH3:42])[CH3:43])([CH3:44])[CH3:45].[Cl:1][CH2:2][CH2:3][CH2:4][CH2:5][n:6]1[c:7](=[O:20])[nH:8][c:9](=[O:19])[c:10](-[c:12]2[c:13]([CH3:18])[n:14][c:15]([CH3:17])[o:16]2)[cH:11]1.[ClH:46].[F:21][C:22]([c:23]1[cH:24][cH:25][c:26]([C:29]23[CH2:30][NH:31][CH2:32][CH:33]2[CH2:34]3)[cH:27][cH:28]1)([F:35])[F:36].[O:47]1[CH2:48][CH2:49][O:50][CH2:51][CH2:52]1>>[CH2:2]([CH2:3][CH2:4][CH2:5][n:6]1[c:7](=[O:20])[nH:8][c:9](=[O:19])[c:10](-[c:12]2[c:13]([CH3:18])[n:14][c:15]([CH3:17])[o:16]2)[cH:11]1)[N:31]1[CH2:30][C:29]2([c:26]3[cH:25][cH:24][c:23]([C:22]([F:21])([F:35])[F:36])[cH:28][cH:27]3)[CH:33]([CH2:32]1)[CH2:34]2.[ClH:1]. The reactants are ClC1=CC=C2C(=CNC2=C1)C(=O)N1CCC(CC1)C1=C(C=CC=C1)OC ((6-chloro-1H-indol-3-yl)-[4-(2-methoxy-phenyl)-piperidin-1-yl]-methanone), [H-].[Na+] (sodium hydride), CS(=O)(=O)Cl (methanesulfonyl chloride). The solvent is CN(C=O)C (N,N-dimethylformamide). The product is ClC1=CC=C2C(=CN(C2=C1)S(=O)(=O)C)C(=O)N1CCC(CC1)C1=C(C=CC=C1)OC ((6-Chloro-1-methanesulfonyl-1H-indol-3-yl)-[4-(2-methoxy-phenyl)-piperidin-1-yl]-methanone). Isolated yield 17.4%. As a reaction SMILES: [Cl:1][C:2]1[CH:10]=[C:9]2[C:5]([C:6]([C:11]([N:13]3[CH2:18][CH2:17][CH:16]([C:19]4[CH:24]=[CH:23][CH:22]=[CH:21][C:20]=4[O:25][CH3:26])[CH2:15][CH2:14]3)=[O:12])=[CH:7][NH:8]2)=[CH:4][CH:3]=1.[H-].[Na+].[CH3:29][S:30](Cl)(=[O:32])=[O:31]>CN(C)C=O>[Cl:1][C:2]1[CH:10]=[C:9]2[C:5]([C:6]([C:11]([N:13]3[CH2:18][CH2:17][CH:16]([C:19]4[CH:24]=[CH:23][CH:22]=[CH:21][C:20]=4[O:25][CH3:26])[CH2:15][CH2:14]3)=[O:12])=[CH:7][N:8]2[S:30]([CH3:29])(=[O:32])=[O:31])=[CH:4][CH:3]=1 |f:1.2|. Procedure details: To a solution of 0.035 g (0.09 mmol) (6-chloro-1H-indol-3-yl)-[4-(2-methoxy-phenyl)-piperidin-1-yl]-methanone in 2 ml N,N-dimethylformamide were added 0.005 g (0.10 mmol) sodium hydride (50% in oil). After 45′, 0.008 ml (0.10 mmol) methanesulfonyl chloride were added. The reaction mixture was quenched with water after 3 h and extracted with ethyl acetate (2×50 ml). The combined organic layers were washed with water (2×30 ml) and brine (1×30), dried over sodium sulfate and concentrated to dryness... The reactants are FC=1C=C2C(C(=C3N(C2=CC1N1CCNCC1)C(S3)C)C(=O)OCC)=O (Ethyl 6-fluoro-1-methyl-4-oxo-7-(1-piperazinyl)-4H-[1,3]thiazeto[3,2-a]quinoline-3-carboxylate), C([O-])(O)=O.[K+] (potassium bicarbonate), BrCC=1OC(OC1C)=O (4-bromomethyl-5-methyl-1,3-dioxolen-2-one). Solvent: CN(C=O)C (N,N-dimethylformamide). Run at time 3 hour. Product: FC=1C=C2C(C(=C3N(C2=CC1N1CCN(CC1)CC=1OC(OC1C)=O)C(S3)C)C(=O)OCC)=O (Ethyl 6-fluoro-1-methyl-7-[4-(5-methyl-2-oxo-1,3-dioxolen-4yl)methyl-1-piperazinyl]-4oxo-4H-[1,3-]thiazeto[3,2-a]quinoline-3-carboxylate). Yield: 66.0%. RXN SMILES: [F:1][C:2]1[CH:3]=[C:4]2[C:9](=[CH:10][C:11]=1[N:12]1[CH2:17][CH2:16][NH:15][CH2:14][CH2:13]1)[N:8]1[CH:18]([CH3:20])[S:19][C:7]1=[C:6]([C:21]([O:23][CH2:24][CH3:25])=[O:22])[C:5]2=[O:26].C(=O)(O)[O-].[K+].Br[CH2:33][C:34]1[O:35][C:36](=[O:40])[O:37][C:38]=1[CH3:39]>CN(C)C=O>[F:1][C:2]1[CH:3]=[C:4]2[C:9](=[CH:10][C:11]=1[N:12]1[CH2:17][CH2:16][N:15]([CH2:33][C:34]3[O:35][C:36](=[O:40])[O:37][C:38]=3[CH3:39])[CH2:14][CH2:13]1)[N:8]1[CH:18]([CH3:20])[S:19][C:7]1=[C:6]([C:21]([O:23][CH2:24][CH3:25])=[O:22])[C:5]2=[O:26] |f:1.2|. Reported procedure: Ethyl 6-fluoro-1-methyl-4-oxo-7-(1-piperazinyl)-4H-[1,3]thiazeto[3,2-a]quinoline-3-carboxylate (3.88 g) and 1.23 g of potassium bicarbonate were suspended in 20 ml of N,N-dimethylformamide, 2.38 g of 4-bromomethyl-5-methyl-1,3-dioxolen-2-one was dropped thereinto with ice cooling, and the mixture was stirred for 3 hours. After the reaction, the solvent was evaporated in vacuo therefrom at 50° C. and the residue was extracted with chloroform containing a few amount of methanol. The extract was wa... Reactants: CC1=NC(NC(C1)(C)C)(C)C (acetonine), CO (methanol), [N+](=O)(O)[O-].NC(=O)N (urea nitrate). Run in CC(=O)C (acetone). The product is CC1(CC(=O)CC(N1)(C)C)C (triacetonamine). The yield is 125.0%. As a reaction SMILES: [CH3:1][C:2]1[CH2:7][C:6]([CH3:9])([CH3:8])[NH:5][C:4]([CH3:11])([CH3:10])N=1.CO.[N+]([O-])(O)=[O:15].NC(N)=O>CC(C)=O>[CH3:10][C:4]1([CH3:11])[NH:5][C:6]([CH3:9])([CH3:8])[CH2:7][C:2](=[O:15])[CH2:1]1 |f:2.3|. Procedure details: A solution of 5.0 g. of acetonine in 21 g. of methanol was added with 19 g. of acetone and 4.0 g. of urea nitrate. The mixture was maintained at room temperature for 24 hours to effect the reaction. After completion of the reaction, the reaction mixture was purified in the same manner as in Example 1 to obtain triacetonamine in a yield of 125%. Yields the product C1(CCCC1)OC1=CC=C2CCC(C2=C1)=O (6-cyclopentoxy-1-indanone). Reported procedure: A solution of 8.0 g of 6-hydroxy-1-indanone, 6.3 ml of cyclopentyl bromide, 16.4 g of potassium carbonate and 10 ml of N,N-dimethylformamide in 100 ml of acetone was heated to 75° for 35 hours. After cooling, the solution was poured into 150 ml of water and extracted twice with 200 ml of ethyl acetate each time. The combined organic phases were washed once with 100 ml of water and once with 100 ml of saturated sodium chloride solution, dried over magnesium sulfate and the solution was concentrat... Reactants: OC1=CC=C2CCC(C2=C1)=O (6-hydroxy-1-indanone), C1(CCCC1)Br (cyclopentyl bromide), C([O-])([O-])=O.[K+].[K+] (potassium carbonate), CN(C=O)C (N,N-dimethylformamide). Yield: 81.0%. RXN SMILES: [OH:1][C:2]1[CH:10]=[C:9]2[C:5]([CH2:6][CH2:7][C:8]2=[O:11])=[CH:4][CH:3]=1.[CH:12]1(Br)[CH2:16][CH2:15][CH2:14][CH2:13]1.C(=O)([O-])[O-].[K+].[K+].CN(C)C=O>CC(C)=O.O>[CH:12]1([O:1][C:2]2[CH:10]=[C:9]3[C:5]([CH2:6][CH2:7][C:8]3=[O:11])=[CH:4][CH:3]=2)[CH2:16][CH2:15][CH2:14][CH2:13]1 |f:2.3.4|. Run in CC(=O)C (acetone), O (water). The reactants are C(C)OC(\C(=C\C1=CC=C(C=C1)C#CC=1C=C(C2=C(C(=C(C3(CC3)O2)C)C)C1)C1CC1)\C)=O ((E)-3-{4-[8-cyclopropyl-3,4-dimethylspiro[2H-1-benzopyran-2,1′-cyclopropane]-6-yl]ethynyl-phenyl}-2-methyl-acrylic acid ethyl ester), C(C)OC(\C(=C\C1=CC=C(C=C1)C#CC=1C=C(C2=C(C(=C(C3(CC3)O2)C)C)C1)C1CC1)\C)=O ((E)-3-{4-[8-cyclopropyl-3,4-dimethylspiro[2H-1-benzopyran-2,1′-cyclopropane]-6-yl]ethynyl-phenyl}-2-methyl-acrylic acid ethyl ester), solution, [OH-].[Na+] (sodium hydroxide). The solvent is C(C)O (ethanol). Reaction conditions: temperature 55 celsius. Yields the product C1(CC1)C1=CC(=CC=2C(=C(C3(CC3)OC21)C)C)C#CC2=CC=C(C=C2)/C=C(/C(=O)O)\C ((E)-3-{4-[8-Cyclopropyl-3,4-dimethylspiro[2H-1-benzopyran-2,1′-cyclopropane]-6-yl]ethynyl-phenyl}-2-methyl-acrylic acid). RXN SMILES: C([O:3][C:4](=[O:33])/[C:5](/[CH3:32])=[CH:6]/[C:7]1[CH:12]=[CH:11][C:10]([C:13]#[C:14][C:15]2[CH:16]=[C:17]([CH:29]3[CH2:31][CH2:30]3)[C:18]3[O:25][C:22]4([CH2:24][CH2:23]4)[C:21]([CH3:26])=[C:20]([CH3:27])[C:19]=3[CH:28]=2)=[CH:9][CH:8]=1)C.[OH-].[Na+]>C(O)C>[CH:29]1([C:17]2[C:18]3[O:25][C:22]4([CH2:24][CH2:23]4)[C:21]([CH3:26])=[C:20]([CH3:27])[C:19]=3[CH:28]=[C:15]([C:14]#[C:13][C:10]3[CH:9]=[CH:8][C:7](/[CH:6]=[C:5](\[CH3:32])/[C:4]([OH:33])=[O:3])=[CH:12][CH:11]=3)[CH:16]=2)[CH2:30][CH2:31]1 |f:1.2|. Procedure: A solution of (E)-3-{4-[8-cyclopropyl-3,4-dimethylspiro[2H-1-benzopyran-2,1′-cyclopropane]-6-yl]ethynyl-phenyl}-2-methyl-acrylic acid ethyl ester (Intermediate 3, 0.06 g, 0.13 mmol) in ethanol (2 mL) was treated with a 1M solution of sodium hydroxide (0.5 mL, 0.5 mmol) and the resulting reaction mixture was heated at 55° C. for 4 h. The reaction mixture was cooled to ambient temperature and the volatiles were evaporated in vacuo to a residue that was neutralized with 5% hydrochloric acid and ext... Reactants: Cl (hydrochloric acid), C(#N)C1=NC(=C(N=C1C#N)Cl)C1=CC=CC=C1 (2,3-Dicyano-5-chloro-6-phenylpyrazine), CCC(C(=O)O)N (DL-α-amino-n-butyric acid), [OH-].[K+] (potassium hydroxide). The solvent is O1CCCC1 (tetrahydrofuran), O (water). The product is C(#N)C1=NC(=C(N=C1C#N)NC(CC)C(=O)O)C1=CC=CC=C1 (2,3-dicyano-5-(1-carboxy-n-propyl)amino-6-phenylpyrazine). Isolated yield 85.6%. As a reaction SMILES: [C:1]([C:3]1[C:8]([C:9]#[N:10])=[N:7][C:6](Cl)=[C:5]([C:12]2[CH:17]=[CH:16][CH:15]=[CH:14][CH:13]=2)[N:4]=1)#[N:2].[CH3:18][CH2:19][CH:20]([NH2:24])[C:21]([OH:23])=[O:22].[OH-].[K+].Cl>O1CCCC1.O>[C:1]([C:3]1[C:8]([C:9]#[N:10])=[N:7][C:6]([NH:24][CH:20]([C:21]([OH:23])=[O:22])[CH2:19][CH3:18])=[C:5]([C:12]2[CH:17]=[CH:16][CH:15]=[CH:14][CH:13]=2)[N:4]=1)#[N:2] |f:2.3|. Procedure details: 2,3-Dicyano-5-chloro-6-phenylpyrazine (2.41 g; 0.01 mole) was dissolved in 30 ml of tetrahydrofuran, and with stirring at 15° to 20° C., a solution prepared from 2.04 g (0.02 mole) of DL-α-amino-n-butyric acid, 1.12 g (0.02 mole) of potassium hydroxide and 40 ml of water was added dropwise over the period of 5 minutes. The mixture was then stirred at 30° C. for 30 minutes. After the reaction, the reactor was cooled with ice, and in the meanwhile, 2 ml of conc. hydrochloric acid was added to the ... Starting materials: [As] (arsenic), OOS(=O)(=O)O (Caro's acid), S(=O)(=O)(OO)O (peroxymonosulphuric acid), [S-2].[S-2].[S-2].[As+3].[As+3] (arsenic sulfide). Reagents/catalysts: [Au] (gold). Solvent: O (water). Yields the product OOS(=O)(=O)O (Caro's acid), S(O)(O)(=O)=O (sulphuric acid), OO (hydrogen peroxide). Yield: 50.0%. As a reaction SMILES: [As].[OH:2][O:3][S:4]([OH:7])(=[O:6])=[O:5].[S-2].[S-2].[S-2].[As+3].[As+3]>[Au].O>[OH:2][O:3][S:4]([OH:7])(=[O:6])=[O:5].[S:4](=[O:5])(=[O:3])([OH:7])[OH:6].[OH:2][OH:3] |f:2.3.4.5.6|. Reported procedure: In the process of the invention, the arsenic-containing gold ore is treated with Caro's acid, i.e. peroxymonosulphuric acid (H2SO5), to oxidize the arsenic sulfide in the ore to the water soluble arsenate form. Caro's acid is produced by reaction between 92 to 99% sulphuric acid and 50 to 75% aqueous hydrogen peroxide in a mole ratio of 1.5:1 to 3.5:1. The acid may be diluted with water for use in this invention, and usually has a concentration in the range of about 15 to about 30%. Reactants: CC#N, O=C=NS(=O)(=O)Cl, O=C1Cc2cc(F)c(Cl)cc2N1, O. Yields the product NC(=O)N1C(=O)Cc2cc(F)c(Cl)cc21. Reaction SMILES: [CH3:21][C:22]#[N:23].[Cl:13][S:14](=[O:15])(=[O:16])[N:17]=[C:18]=[O:19].[Cl:1][c:2]1[c:3]([F:12])[cH:4][c:5]2[c:9]([cH:10]1)[NH:8][C:7](=[O:11])[CH2:6]2.[OH2:20]>>[Cl:1][c:2]1[c:3]([F:12])[cH:4][c:5]2[c:9]([cH:10]1)[N:8]([C:18]([NH2:17])=[O:19])[C:7](=[O:11])[CH2:6]2. The reactants are ClC=1C=CC(=C2C(=C(C(=NC12)C)CC1=CC=C(C=C1)Cl)C)OCC(=O)O ([8-chloro-3-(4-chlorobenzyl)-2,4-dimethylquinolin-5-yloxy]acetic acid), Cl.CN(CCCN=C=NCC)C (1-(3-dimethylaminopropyl)-3-ethylcarbodiimide hydrochloride), C1(=CC=CC=C1)S(=O)(=O)N (benzenesulfonamide). The reagents and catalysts are CN(C)C1=CC=NC=C1 (4-(N,N-dimethylamino)pyridine). Solvent: ClCCl (dichloromethane). Reaction conditions: time 1 hour. Yields the product ClC=1C=CC(=C2C(=C(C(=NC12)C)CC1=CC=C(C=C1)Cl)C)OCC(=O)NS(=O)(=O)C1=CC=CC=C1 (N-{2-[8-chloro-3-(4-chlorobenzyl)-2,4-dimethylquinolin-5-yloxy]acetyl}benzenesulfonamide). As a reaction SMILES: [Cl:1][C:2]1[CH:3]=[CH:4][C:5]([O:22][CH2:23][C:24]([OH:26])=O)=[C:6]2[C:11]=1[N:10]=[C:9]([CH3:12])[C:8]([CH2:13][C:14]1[CH:19]=[CH:18][C:17]([Cl:20])=[CH:16][CH:15]=1)=[C:7]2[CH3:21].Cl.CN(C)CCCN=C=NCC.[C:39]1([S:45]([NH2:48])(=[O:47])=[O:46])[CH:44]=[CH:43][CH:42]=[CH:41][CH:40]=1>CN(C1C=CN=CC=1)C.ClCCl>[Cl:1][C:2]1[CH:3]=[CH:4][C:5]([O:22][CH2:23][C:24]([NH:48][S:45]([C:39]2[CH:44]=[CH:43][CH:42]=[CH:41][CH:40]=2)(=[O:47])=[O:46])=[O:26])=[C:6]2[C:11]=1[N:10]=[C:9]([CH3:12])[C:8]([CH2:13][C:14]1[CH:15]=[CH:16][C:17]([Cl:20])=[CH:18][CH:19]=1)=[C:7]2[CH3:21] |f:1.2|. Procedure: A mixture of [8-chloro-3-(4-chlorobenzyl)-2,4-dimethylquinolin-5-yloxy]acetic acid (0.050 g), 1-(3-dimethylaminopropyl)-3-ethylcarbodiimide hydrochloride (0.037 g), benzenesulfonamide (0.030 g), and 4-(N,N-dimethylamino)pyridine (0.005 g) in dichloromethane (5.0 mL) was stirred at room temperature 1 hour. The mixture was purified by column chromatography on silica gel, eluting with a mixture of methanol and dichloromethane (1:19 by volume), followed by trituration with cyclohexane containing a s...